describe an organic reaction: reactants, conditions, products, and yield From a dataset of the Open Reaction Database (ORD), a public repository of structured organic reaction records. The reactants are C1(CCCCC1)C(C1=C(OC(=C1)C=1C=NC(=CC1)C)C)NC1=CC=C(C(=O)O)C=C1 (4-({cyclohexyl[2-methyl-5-(6-methylpyridin-3-yl)furan-3-yl]methyl}amino)benzoic acid), CNCCC(=O)OCC (ethyl 3-(methylamino)propanoate), Cl.C(C)N=C=NCCCN(C)C (1-ethyl-3-(3-dimethylaminopropyl)carbodiimide hydrochloride), O.OC1=CC=CC=2NN=NC21 (hydroxybenzotriazole monohydrate). Solvent: C(C)(=O)OCC (Ethyl acetate), CN(C=O)C (N,N-dimethylformamide), C(C)N(CC)CC (triethylamine). Run at time 1 hour. Product: C1(CCCCC1)C(C1=C(OC(=C1)C=1C=NC(=CC1)OC)C)NC1=CC=C(C=C1)C(=O)N(CCC(=O)O)C (3-({[4-({cyclohexyl[5-(6-methoxypyridin-3-yl)-2-methylfuran-3-yl]methyl}amino)phenyl]carbonyl}(methyl)amino)propanoic acid). The yield is 80.5%. Reaction SMILES: [CH:1]1([CH:7]([NH:21][C:22]2[CH:30]=[CH:29][C:25]([C:26]([OH:28])=O)=[CH:24][CH:23]=2)[C:8]2[CH:12]=[C:11]([C:13]3[CH:14]=[N:15][C:16](C)=[CH:17][CH:18]=3)O[C:9]=2[CH3:20])[CH2:6][CH2:5][CH2:4][CH2:3][CH2:2]1.[CH3:31][NH:32][CH2:33][CH2:34][C:35]([O:37]CC)=[O:36].Cl.C(N=C=NCCCN(C)C)C.[OH2:52].[OH:53][C:54]1C2N=NNC=2C=CC=1>CN(C)C=O.C(OCC)(=O)C.C(N(CC)CC)C>[CH:1]1([CH:7]([NH:21][C:22]2[CH:23]=[CH:24][C:25]([C:26]([N:32]([CH3:31])[CH2:33][CH2:34][C:35]([OH:37])=[O:36])=[O:28])=[CH:29][CH:30]=2)[C:8]2[CH:12]=[C:11]([C:13]3[CH:14]=[N:15][C:16]([O:53][CH3:54])=[CH:17][CH:18]=3)[O:52][C:9]=2[CH3:20])[CH2:6][CH2:5][CH2:4][CH2:3][CH2:2]1 |f:2.3,4.5|. Procedure: A solution of 4-({cyclohexyl[2-methyl-5-(6-methylpyridin-3-yl)furan-3-yl]methyl}amino)benzoic acid (162 mg), ethyl 3-(methylamino)propanoate (79 mg), 1-ethyl-3-(3-dimethylaminopropyl)carbodiimide hydrochloride (115 mg), hydroxybenzotriazole monohydrate (92 mg) and triethylamine (84 μL) in N,N-dimethylformamide (10 mL) was stirred at room temperature for 4 hr. Ethyl acetate was added, the mixture was washed with saturated aqueous sodium hydrogen carbonate solution and water, and the organic layer... Starting materials: [BH4-], C1CCOC1, CO, [Cl-], O=C(CCC(=O)N1CCOCC1)c1ccc(Oc2ccc(NC(=O)c3ccc(Cl)c(Cl)c3)cc2F)cc1, [NH4+], [Na+], O. The product is O=C(Nc1ccc(Oc2ccc(C(O)CCC(=O)N3CCOCC3)cc2)c(F)c1)c1ccc(Cl)c(Cl)c1. RXN SMILES: [BH4-:38].[CH2:43]1[O:44][CH2:45][CH2:46][CH2:47]1.[CH3:48][OH:49].[Cl-:41].[Cl:1][c:2]1[cH:3][c:4]([C:5](=[O:6])[NH:7][c:8]2[cH:9][c:10]([F:33])[c:11]([O:12][c:13]3[cH:14][cH:15][c:16]([C:19]([CH2:20][CH2:21][C:22](=[O:23])[N:24]4[CH2:25][CH2:26][O:27][CH2:28][CH2:29]4)=[O:30])[cH:17][cH:18]3)[cH:31][cH:32]2)[cH:34][cH:35][c:36]1[Cl:37].[NH4+:42].[Na+:39].[OH2:40]>>[Cl:1][c:2]1[cH:3][c:4]([C:5](=[O:6])[NH:7][c:8]2[cH:9][c:10]([F:33])[c:11]([O:12][c:13]3[cH:14][cH:15][c:16]([CH:19]([CH2:20][CH2:21][C:22](=[O:23])[N:24]4[CH2:25][CH2:26][O:27][CH2:28][CH2:29]4)[OH:30])[cH:17][cH:18]3)[cH:31][cH:32]2)[cH:34][cH:35][c:36]1[Cl:37]. Starting materials: COc1ccc(Cl)cc1C(=NC#N)N=c1sc(C(C)(C)C)cn1CC1(OC(C)=O)CCCCC1, CO, CCOC(C)=O, [K+], [K+], O=C([O-])[O-], O. The product is COc1ccc(Cl)cc1C(=NC#N)N=c1sc(C(C)(C)C)cn1CC1(O)CCCCC1. As a reaction SMILES: [C:1](=[O:2])([CH3:3])[O:4][C:5]1([CH2:11][n:12]2[c:13](=[N:21][C:22](=[N:23][C:24]#[N:25])[c:26]3[c:27]([O:33][CH3:34])[cH:28][cH:29][c:30]([Cl:32])[cH:31]3)[s:14][c:15]([C:17]([CH3:18])([CH3:19])[CH3:20])[cH:16]2)[CH2:6][CH2:7][CH2:8][CH2:9][CH2:10]1.[CH3:41][OH:42].[CH3:44][CH2:45][O:46][C:47]([CH3:48])=[O:49].[K+:35].[K+:36].[O-:37][C:38]([O-:39])=[O:40].[OH2:43]>>[OH:4][C:5]1([CH2:11][n:12]2[c:13](=[N:21][C:22](=[N:23][C:24]#[N:25])[c:26]3[c:27]([O:33][CH3:34])[cH:28][cH:29][c:30]([Cl:32])[cH:31]3)[s:14][c:15]([C:17]([CH3:18])([CH3:19])[CH3:20])[cH:16]2)[CH2:6][CH2:7][CH2:8][CH2:9][CH2:10]1. The reactants are Brc1ccccn1, CC(=O)OC(C)C, CCOC(=O)C(F)(F)Br, CN(C)C=O. As a reaction SMILES: [Br:1][c:2]1[cH:3][cH:4][cH:5][cH:6][n:7]1.[C:17]([O:18][CH:19]([CH3:20])[CH3:21])(=[O:22])[CH3:23].[CH2:8]([CH3:9])[O:10][C:11]([C:12]([F:13])([F:14])[Br:15])=[O:16].[O:24]=[CH:25][N:26]([CH3:27])[CH3:28]>>[c:2]1([C:12]([C:11]([O:10][CH2:8][CH3:9])=[O:16])([F:13])[F:14])[cH:3][cH:4][cH:5][cH:6][n:7]1. Product: CCOC(=O)C(F)(F)c1ccccn1. Starting materials: COC(=O)C=CC(C)(C)Nc1nc(-c2ccc(C#N)cc2)cs1, CCOC(C)=O, [H][H]. Yields the product COC(=O)CCC(C)(C)Nc1nc(-c2ccc(C#N)cc2)cs1. As a reaction SMILES: [C:1](#[N:2])[c:3]1[cH:4][cH:5][c:6](-[c:9]2[n:10][c:11]([NH:14][C:15]([CH:16]=[CH:17][C:18](=[O:19])[O:20][CH3:21])([CH3:22])[CH3:23])[s:12][cH:13]2)[cH:7][cH:8]1.[CH3:26][CH2:27][O:28][C:29](=[O:30])[CH3:31].[H:24][H:25]>>[C:1](#[N:2])[c:3]1[cH:4][cH:5][c:6](-[c:9]2[n:10][c:11]([NH:14][C:15]([CH2:16][CH2:17][C:18](=[O:19])[O:20][CH3:21])([CH3:22])[CH3:23])[s:12][cH:13]2)[cH:7][cH:8]1. The reactants are CCO, [H][H], O=C(NC1CCN(CCCOc2ccc3c4c(c(=O)oc3c2)CCC4)CC1)c1ccccc1[N+](=O)[O-]. The product is Nc1ccccc1C(=O)NC1CCN(CCCOc2ccc3c4c(c(=O)oc3c2)CCC4)CC1. As a reaction SMILES: [CH3:39][CH2:40][OH:41].[H:37][H:38].[N+:1]([O-:2])(=[O:3])[c:4]1[c:5]([C:6](=[O:7])[NH:8][CH:9]2[CH2:10][CH2:11][N:12]([CH2:15][CH2:16][CH2:17][O:18][c:19]3[cH:20][c:21]4[c:22]([c:23]5[c:24]([c:25](=[O:27])[o:26]4)[CH2:28][CH2:29][CH2:30]5)[cH:31][cH:32]3)[CH2:13][CH2:14]2)[cH:33][cH:34][cH:35][cH:36]1>>[NH2:1][c:4]1[c:5]([C:6](=[O:7])[NH:8][CH:9]2[CH2:10][CH2:11][N:12]([CH2:15][CH2:16][CH2:17][O:18][c:19]3[cH:20][c:21]4[c:22]([c:23]5[c:24]([c:25](=[O:27])[o:26]4)[CH2:28][CH2:29][CH2:30]5)[cH:31][cH:32]3)[CH2:13][CH2:14]2)[cH:33][cH:34][cH:35][cH:36]1. Starting materials: C(#N)C=1C=NC(=C(C(=O)N)C1)C(F)F (5-cyano-2-(difluoromethyl)nicotinamide), C(C(=O)Cl)(=O)Cl (oxalyl chloride). Run in C(Cl)Cl (DCM). Product: C(#N)C=1C=NC(=C(C(=O)N=C=O)C1)C(F)F (5-cyano-2-(difluoromethyl)nicotinoyl isocyanate). Isolated yield 88.4%. As a reaction SMILES: [C:1]([C:3]1[CH:4]=[N:5][C:6]([CH:12]([F:14])[F:13])=[C:7]([CH:11]=1)[C:8]([NH2:10])=[O:9])#[N:2].C(Cl)(=O)[C:16](Cl)=[O:17]>C(Cl)Cl>[C:1]([C:3]1[CH:4]=[N:5][C:6]([CH:12]([F:14])[F:13])=[C:7]([CH:11]=1)[C:8]([N:10]=[C:16]=[O:17])=[O:9])#[N:2]. Reported procedure: The title compound was prepared according to the procedure described in step-2 of Intermediate-8 by using 5-cyano-2-(difluoromethyl)nicotinamide (1.0 g), oxalyl chloride (3.2 g, 25.3 mmol) and DCM (20 mL) to afford 1.0 g of the desired product. Starting materials: Cl.FC1=C(C=CC(=C1)F)N1N=CN=C1N1C=C2CCOC3=C(C2=N1)C=C(C=C3)C3CCNCC3 (2-[2-(2,4-difluoro-phenyl)-2H-[1,2,4]triazol-3-yl]-9-piperidin-4-yl-4,5-dihydro-2H-6-oxa-1,2-diaza-benzo[e]azulene hydrochloride), BrCCOC1OCCCC1 (2-(2-bromo-ethoxy)-tetrahydro-pyran). Reported procedure: Following the procedure for 142, 2-[2-(2,4-difluoro-phenyl)-2H-[1,2,4]triazol-3-yl]-9-piperidin-4-yl-4,5-dihydro-2H-6-oxa-1,2-diaza-benzo[e]azulene hydrochloride was reacted with 2-(2-bromo-ethoxy)-tetrahydro-pyran to give 179 as a white solid. 1H NMR (400 MHz, DMSO-d): δ 9.86 (s, 1H); 8.44 (s, 1H); 8.29 (s, 1H); 7.84 (td, J=8.75, 5.94 Hz, 1H); 7.72 (td, J=9.64, 2.83 Hz, 1H); 7.43-7.37 (m, 1H); 7.21 (d, J=2.28 Hz, 1H); 7.09 (dd, J=8.45, 2.36 Hz, 1H); 6.96 (d, J=8.40 Hz, 1H); 5.37 (t, J=4.89 Hz, ... Reaction SMILES: Cl.[F:2][C:3]1[CH:8]=[C:7]([F:9])[CH:6]=[CH:5][C:4]=1[N:10]1[C:14]([N:15]2[N:24]=[C:23]3[C:17]([CH2:18][CH2:19][O:20][C:21]4[CH:28]=[CH:27][C:26]([CH:29]5[CH2:34][CH2:33][NH:32][CH2:31][CH2:30]5)=[CH:25][C:22]=43)=[CH:16]2)=[N:13][CH:12]=[N:11]1.Br[CH2:36][CH2:37][O:38]C1CCCCO1>>[F:2][C:3]1[CH:8]=[C:7]([F:9])[CH:6]=[CH:5][C:4]=1[N:10]1[C:14]([N:15]2[N:24]=[C:23]3[C:17]([CH2:18][CH2:19][O:20][C:21]4[CH:28]=[CH:27][C:26]([CH:29]5[CH2:34][CH2:33][N:32]([CH2:36][CH2:37][OH:38])[CH2:31][CH2:30]5)=[CH:25][C:22]=43)=[CH:16]2)=[N:13][CH:12]=[N:11]1 |f:0.1|. Product: FC1=C(C=CC(=C1)F)N1N=CN=C1N1C=C2CCOC3=C(C2=N1)C=C(C=C3)C3CCN(CC3)CCO (2-(4-{2-[2-(2,4-Difluoro-phenyl)-2H-[1,2,4]triazol-3-yl]-4,5-dihydro-2H-6-oxa-1,2-diaza-benzo[e]azulen-9-yl}-piperidin-1-yl)-ethanol).